This data is from the Open Reaction Database (ORD), a public repository of structured organic reaction records. The task is: describe an organic reaction: reactants, conditions, products, and yield Starting materials: ClC1=C2C(=NC3=CC=CC=C13)N(N=C2C)C2=NC=CC=C2 (4-chloro-3-methyl-1-(2-pyridinyl)-1H-pyrazolo[3,4-b]quinoline), C1(CC1)N (cyclopropylamine). Solvent: O1CCCC1 (tetrahydrofuran). Reaction conditions: temperature 100 celsius. The product is C1(CC1)NC1=C2C(=NC3=CC=CC=C13)N(N=C2C)C2=NC=CC=C2 (N-cyclopropyl-N-[3-methyl-1-(2-pyridinyl)-1H-pyrazolo[3,4-b]quinolin-4-yl]amine). Reaction SMILES: Cl[C:2]1[C:11]2[C:6](=[CH:7][CH:8]=[CH:9][CH:10]=2)[N:5]=[C:4]2[N:12]([C:16]3[CH:21]=[CH:20][CH:19]=[CH:18][N:17]=3)[N:13]=[C:14]([CH3:15])[C:3]=12.[CH:22]1([NH2:25])[CH2:24][CH2:23]1>O1CCCC1>[CH:22]1([NH:25][C:2]2[C:11]3[C:6](=[CH:7][CH:8]=[CH:9][CH:10]=3)[N:5]=[C:4]3[N:12]([C:16]4[CH:21]=[CH:20][CH:19]=[CH:18][N:17]=4)[N:13]=[C:14]([CH3:15])[C:3]=23)[CH2:24][CH2:23]1. Procedure details: A solution of 4-chloro-3-methyl-1-(2-pyridinyl)-1H-pyrazolo[3,4-b]quinoline (0.7 g, 2.37 mmol) and cyclopropylamine (0.7 g, 73.6 mmol) in tetrahydrofuran (20 mL) was heated under reflux at 100° C. overnight in a sealed stainless tube. The solution was cooled to room temperature, and concentrated under reduced pressure. The residue thus obtained was purified by silica gel column chromatography (chloroform:methanol=93:7) to give N-cyclopropyl-N-[3-methyl-1-(2-pyridinyl)-1H-pyrazolo[3,4-b]quinolin-... The reactants are COC1=CC=C(C=C1)NC1CCN(CC1)C(=O)OC(C)(C)C (4-(p-Anisidino)-1-(tert-butoxycarbonyl)piperidine), COC=1C=C(C=C(C1OC)OC)C=1C=C(CCl)C=CC1 (3-(3,4,5-trimethoxyphenyl)benzyl chloride). Yields the product C(C)(C)(C)OC(=O)N1CCC(CC1)N(CC1=CC(=CC=C1)C1=CC(=C(C(=C1)OC)OC)OC)C1=CC=C(C=C1)OC (1-(tert-Butoxycarbonyl)-4-[N-(4-methoxyphenyl)-N-[3-(3,4,5-trimethoxyphenyl)benzyl]amino]piperidine). As a reaction SMILES: [CH3:1][O:2][C:3]1[CH:8]=[CH:7][C:6]([NH:9][CH:10]2[CH2:15][CH2:14][N:13]([C:16]([O:18][C:19]([CH3:22])([CH3:21])[CH3:20])=[O:17])[CH2:12][CH2:11]2)=[CH:5][CH:4]=1.[CH3:23][O:24][C:25]1[CH:26]=[C:27]([C:35]2[CH:36]=[C:37]([CH:40]=[CH:41][CH:42]=2)[CH2:38]Cl)[CH:28]=[C:29]([O:33][CH3:34])[C:30]=1[O:31][CH3:32]>>[C:19]([O:18][C:16]([N:13]1[CH2:14][CH2:15][CH:10]([N:9]([C:6]2[CH:5]=[CH:4][C:3]([O:2][CH3:1])=[CH:8][CH:7]=2)[CH2:38][C:37]2[CH:40]=[CH:41][CH:42]=[C:35]([C:27]3[CH:28]=[C:29]([O:33][CH3:34])[C:30]([O:31][CH3:32])=[C:25]([O:24][CH3:23])[CH:26]=3)[CH:36]=2)[CH2:11][CH2:12]1)=[O:17])([CH3:22])([CH3:21])[CH3:20]. Procedure details: 4-(p-Anisidino)-1-(tert-butoxycarbonyl)piperidine (613 mg) and 3-(3,4,5-trimethoxyphenyl)benzyl chloride (586 mg) was treated in the same manner as described in Example 9 to give pale yellow amorphous of the title compound. Reactants: Cc1onc(-c2ccccc2)c1COc1ncc(C(=O)NC2CCOCC2)cc1Br, CB1OB(C)OB(C)O1, COCCOC, CCOC(C)=O, [Na+], [Na+], O=C([O-])[O-], c1ccc(P(c2ccccc2)(c2ccccc2)[Pd](P(c2ccccc2)(c2ccccc2)c2ccccc2)(P(c2ccccc2)(c2ccccc2)c2ccccc2)P(c2ccccc2)(c2ccccc2)c2ccccc2)cc1. Yields the product Cc1cc(C(=O)NC2CCOCC2)cnc1OCc1c(-c2ccccc2)noc1C. As a reaction SMILES: [Br:1][c:2]1[c:3]([O:17][CH2:18][c:19]2[c:20](-[c:25]3[cH:26][cH:27][cH:28][cH:29][cH:30]3)[n:21][o:22][c:23]2[CH3:24])[n:4][cH:5][c:6]([C:7](=[O:8])[NH:9][CH:10]2[CH2:11][CH2:12][O:13][CH2:14][CH2:15]2)[cH:16]1.[CH3:31][B:32]1[O:33][B:34]([CH3:35])[O:36][B:37]([CH3:38])[O:39]1.[CH3:46][O:47][CH2:48][CH2:49][O:50][CH3:51].[CH3:52][CH2:53][O:54][C:55](=[O:56])[CH3:57].[Na+:40].[Na+:41].[O-:42][C:43](=[O:44])[O-:45].[cH:58]1[cH:59][cH:60][c:61]([P:62]([Pd:63]([P:64]([c:65]2[cH:66][cH:67][cH:68][cH:69][cH:70]2)([c:71]2[cH:72][cH:73][cH:74][cH:75][cH:76]2)[c:77]2[cH:78][cH:79][cH:80][cH:81][cH:82]2)([P:83]([c:84]2[cH:85][cH:86][cH:87][cH:88][cH:89]2)([c:90]2[cH:91][cH:92][cH:93][cH:94][cH:95]2)[c:96]2[cH:97][cH:98][cH:99][cH:100][cH:101]2)[P:102]([c:103]2[cH:104][cH:105][cH:106][cH:107][cH:108]2)([c:109]2[cH:110][cH:111][cH:112][cH:113][cH:114]2)[c:115]2[cH:116][cH:117][cH:118][cH:119][cH:120]2)([c:121]2[cH:122][cH:123][cH:124][cH:125][cH:126]2)[c:127]2[cH:128][cH:129][cH:130][cH:131][cH:132]2)[cH:133][cH:134]1>>[c:2]1([CH3:31])[c:3]([O:17][CH2:18][c:19]2[c:20](-[c:25]3[cH:26][cH:27][cH:28][cH:29][cH:30]3)[n:21][o:22][c:23]2[CH3:24])[n:4][cH:5][c:6]([C:7](=[O:8])[NH:9][CH:10]2[CH2:11][CH2:12][O:13][CH2:14][CH2:15]2)[cH:16]1. Starting materials: S(=O)(=O)(O)O.NO (hydroxylamine sulfate), S(=O)=O (sulfur dioxide), N(=O)[O-].[Na+] (sodium nitrite), S([O-])(O)=O.[Na+] (sodium bisulfite). Product: N(O)(S(=O)(=O)[O-])S(=O)(=O)[O-].[Na+].[Na+] (sodium hydroxylamine -N, N-disulfonate). As a reaction SMILES: [S:1]([OH:5])([OH:4])(=[O:3])=O.NO.[N:8]([O-:10])=O.[Na+:11].[S:12](=[O:15])([OH:14])[O-:13].[Na+].S(=O)=O>>[N:8]([S:12]([O-:15])(=[O:14])=[O:13])([S:1]([O-:5])(=[O:4])=[O:3])[OH:10].[Na+:11].[Na+:11] |f:0.1,2.3,4.5,7.8.9|. Procedure: One suitable technique for preparing hydroxylamine sulfate is the classical Raschig process, described in Kirk-Othmer, Vol. 7 (1951), page 766, paragraph 4, Briefly, the classical Raschig process involves the reduction of sodium nitrite with sodium bisulfite and sulfur dioxide to give sodium hydroxylamine -N, N-disulfonate, followed by hydrolysis of the hot solution to give hydroxylammonium acid sulfate. Starting materials: NCC(C(=O)O)C (3-amino-2-methyl-propionic acid), [OH-].[Na+] (sodium hydroxide), COC1=CC=C(C(=O)Cl)C=C1 (4-methoxybenzoyl chloride), Cl (hydrochloric acid). Solvent: O1CCCC1 (tetrahydrofuran). Run at time 3 hour. Yields the product COC1=CC=C(CNCC(CO)C)C=C1 (3-(4-methoxy-benzylamino)-2-methyl-propan-1-ol). Isolated yield 81.7%. RXN SMILES: [NH2:1][CH2:2][CH:3]([CH3:7])[C:4](O)=[O:5].[OH-].[Na+].[CH3:10][O:11][C:12]1[CH:20]=[CH:19][C:15]([C:16](Cl)=O)=[CH:14][CH:13]=1.Cl>O1CCCC1>[CH3:10][O:11][C:12]1[CH:20]=[CH:19][C:15]([CH2:16][NH:1][CH2:2][CH:3]([CH3:7])[CH2:4][OH:5])=[CH:14][CH:13]=1 |f:1.2|. Reported procedure: To a solution of 3-amino-2-methyl-propionic acid (5.00 g, 48.4 mmol) in tetrahydrofuran (107 ml) and 1N sodium hydroxide (107 ml, 107 mmol) was added 4-methoxybenzoyl chloride (8.69 g, 50.9 mmol) at 0° C. The mixture was stirred at room temperature for 3 hours and partitioned between water and ethyl acetate. The water phase was washed with ethyl acetate and acidified with 1N hydrochloric acid. The product was extracted with ethyl acetate. The organic phase was dried over sodium sulfate, and conc...